This data is from the Open Reaction Database (ORD), a public repository of structured organic reaction records. The task is: describe an organic reaction: reactants, conditions, products, and yield Reactants: CCOC(C)=O, O=[N+]([O-])c1cnccc1C1=CC(O)CCC1, [Na+], O=C([O-])O, C1COCCO1. Product: O=[N+]([O-])c1cnccc1C1=CC=CCC1. As a reaction SMILES: [CH3:28][CH2:29][O:30][C:31](=[O:32])[CH3:33].[N+:1](=[O:2])([O-:3])[c:4]1[cH:5][n:6][cH:7][cH:8][c:9]1[C:10]1=[CH:11][CH:12]([OH:16])[CH2:13][CH2:14][CH2:15]1.[Na+:27].[O-:23][C:24]([OH:25])=[O:26].[O:17]1[CH2:18][CH2:19][O:20][CH2:21][CH2:22]1>>[N+:1](=[O:2])([O-:3])[c:4]1[cH:5][n:6][cH:7][cH:8][c:9]1[C:10]1=[CH:11][CH:12]=[CH:13][CH2:14][CH2:15]1. Procedure: A solution of 3-chloroisonicotinic acid (18.6 mmol) in 120 mL EtOH and 3 mL conc. H2SO4 was heated to reflux overnight. The mixture was concentrated in vacuo, redissolved in aq. NaHCO3 solution and extracted with EtOAc (2×). The combined organic layers were dried over MgSO4 and concentrated in vacuo to give the desired product as yellow oil; Starting materials: ClC1=C(C(=O)O)C=CN=C1 (3-chloroisonicotinic acid), CCO (EtOH). The product is C(C)OC(C1=C(C=NC=C1)Cl)=O (3-chloroisonicotinic acid ethyl ester). The solvent is OS(=O)(=O)O (H2SO4). RXN SMILES: [Cl:1][C:2]1[CH:10]=[N:9][CH:8]=[CH:7][C:3]=1[C:4]([OH:6])=[O:5].[CH3:11][CH2:12]O>OS(O)(=O)=O>[CH2:11]([O:5][C:4](=[O:6])[C:3]1[CH:7]=[CH:8][N:9]=[CH:10][C:2]=1[Cl:1])[CH3:12]. Starting materials: NC(=O)NC=1NC(=CC1C(=O)N)C1=CC=C(C=C1)Br (2-Aminocarbonylamino-5-(4-bromophenyl)pyrrole-3-carboxamide), O (water), C([O-])([O-])=O.[Na+].[Na+] (sodium carbonate), C1(=CC=CC=C1)C#C (phenylacetylene). The reagents and catalysts are C=1C=CC(=CC1)[P](C=2C=CC=CC2)(C=3C=CC=CC3)[Pd]([P](C=4C=CC=CC4)(C=5C=CC=CC5)C=6C=CC=CC6)([P](C=7C=CC=CC7)(C=8C=CC=CC8)C=9C=CC=CC9)[P](C=1C=CC=CC1)(C=1C=CC=CC1)C=1C=CC=CC1 (tetrakis(triphenylphosphine)palladium(0)), [Cu]I (copper(I) iodide). The solvent is solvent, O1CCOCC1 (1,4-dioxane), [Cl-].[Na+].O (brine). Conditions: temperature 95 celsius, time 5 hour. Product: NC(=O)NC=1NC(=CC1C(=O)N)C1=CC=C(C=C1)C#CC1=CC=CC=C1 (2-Aminocarbonylamino-5-(4-phenylethynylphenyl)pyrrole-3-carboxamide). Yield: 57.0%. As a reaction SMILES: [NH2:1][C:2]([NH:4][C:5]1[NH:6][C:7]([C:13]2[CH:18]=[CH:17][C:16](Br)=[CH:15][CH:14]=2)=[CH:8][C:9]=1[C:10]([NH2:12])=[O:11])=[O:3].C(=O)([O-])[O-].[Na+].[Na+].[C:26]1([C:32]#[CH:33])[CH:31]=[CH:30][CH:29]=[CH:28][CH:27]=1.O>[Cl-].[Na+].O.[Cu]I.C1C=CC([P]([Pd]([P](C2C=CC=CC=2)(C2C=CC=CC=2)C2C=CC=CC=2)([P](C2C=CC=CC=2)(C2C=CC=CC=2)C2C=CC=CC=2)[P](C2C=CC=CC=2)(C2C=CC=CC=2)C2C=CC=CC=2)(C2C=CC=CC=2)C2C=CC=CC=2)=CC=1.O1CCOCC1>[NH2:1][C:2]([NH:4][C:5]1[NH:6][C:7]([C:13]2[CH:18]=[CH:17][C:16]([C:33]#[C:32][C:26]3[CH:31]=[CH:30][CH:29]=[CH:28][CH:27]=3)=[CH:15][CH:14]=2)=[CH:8][C:9]=1[C:10]([NH2:12])=[O:11])=[O:3] |f:1.2.3,6.7.8,^1:43,45,64,83|. Procedure: 2-Aminocarbonylamino-5-(4-bromophenyl)pyrrole-3-carboxamide (Compound No. 1-1, 100 mg, 0.31 mmol), sodium carbonate (69 mg, 0.65 mmol), copper(I) iodide (12 mg, 0.063 mmol), phenylacetylene (68 μL 0.62 mmol) and tetrakis(triphenylphosphine)palladium(0) (38 mg, 0.033 mmol) in mixed solvent (8 mL), which consists of water and 1,4-dioxane (1:3), were stirred at 95° C. for 5 hours. The brine (5 mL) was added to the reaction solution, extracted with ethyl acetate (10 mL), and then the organic layer w... Reactants: BrC=1C=C(C(=NC1)N)C=1N=NN(C1)C(C)C (5-bromo-3-(1-isopropyl-1H-[1,2,3]triazol-4-yl)-pyridin-2-ylamine), COC=1C=C(C=CC1C(=O)OC)B(O)O ((3-methoxy-4-(methoxycarbonyl)phenyl)boronic acid), O (water), C(=O)([O-])[O-].[Cs+].[Cs+] (Cs2CO3). The reagents and catalysts are C=1C=CC(=CC1)[P](C=2C=CC=CC2)(C=3C=CC=CC3)[Pd]([P](C=4C=CC=CC4)(C=5C=CC=CC5)C=6C=CC=CC6)([P](C=7C=CC=CC7)(C=8C=CC=CC8)C=9C=CC=CC9)[P](C=1C=CC=CC1)(C=1C=CC=CC1)C=1C=CC=CC1 (Pd(PPh3)4). The solvent is O1CCOCC1 (1,4-dioxane), CCOC(=O)C (EtOAc). Conditions: temperature 120 celsius, time 30 minute. Product: NC1=C(C=C(C=N1)C1=CC(=C(C(=O)O)C=C1)OC)C=1N=NN(C1)C(C)C (4-(6-amino-5-(1-isopropyl-1H-1,2,3-triazol-4-yl)pyridin-3-yl)-2-methoxybenzoic acid). The yield is 69.4%. As a reaction SMILES: Br[C:2]1[CH:3]=[C:4]([C:9]2[N:10]=[N:11][N:12]([CH:14]([CH3:16])[CH3:15])[CH:13]=2)[C:5]([NH2:8])=[N:6][CH:7]=1.[CH3:17][O:18][C:19]1[CH:20]=[C:21](B(O)O)[CH:22]=[CH:23][C:24]=1[C:25]([O:27]C)=[O:26].O.C([O-])([O-])=O.[Cs+].[Cs+]>O1CCOCC1.CCOC(C)=O.C1C=CC([P]([Pd]([P](C2C=CC=CC=2)(C2C=CC=CC=2)C2C=CC=CC=2)([P](C2C=CC=CC=2)(C2C=CC=CC=2)C2C=CC=CC=2)[P](C2C=CC=CC=2)(C2C=CC=CC=2)C2C=CC=CC=2)(C2C=CC=CC=2)C2C=CC=CC=2)=CC=1>[NH2:8][C:5]1[N:6]=[CH:7][C:2]([C:21]2[CH:22]=[CH:23][C:24]([C:25]([OH:27])=[O:26])=[C:19]([O:18][CH3:17])[CH:20]=2)=[CH:3][C:4]=1[C:9]1[N:10]=[N:11][N:12]([CH:14]([CH3:16])[CH3:15])[CH:13]=1 |f:3.4.5,^1:54,56,75,94|. Procedure details: To a solution of 5-bromo-3-(1-isopropyl-1H-[1,2,3]triazol-4-yl)-pyridin-2-ylamine (300 mg, 1.06 mmol) and (3-methoxy-4-(methoxycarbonyl)phenyl)boronic acid (245 mg, 1.16 mmol) in 1,4-dioxane (10.0 mL)/water (5.0 mL) was added Cs2CO3 (1.0 g, 3.18 mmol) at room temperature. The reaction mixture was degassed with argon for 30 min. Then Pd(PPh3)4 (61 mg, 0.05 mmol) was added and allowed to stir at 120° C. for 30 min in CEM micro wave. The reaction mixture was cooled to RT, diluted with EtOAc (50 mL)... The reactants are C(C)NCCC(=O)OC(C)(C)C (tert-butyl 3-ethylamino-propionate), O.O.ON1N=NC2=C1C=CC=C2 (1-hydroxybenzotriazole dihydrate), Cl.C(C)N=C=NCCCN(C)C (1-ethyl-3-(3-dimethylaminopropyl)carbodiimide hydrochloride), FC(C=1C=C(CN(C2=NC=C(C=N2)Br)CC2=C(C(=O)O)C=CC(=C2)C(F)(F)F)C=C(C1)C(F)(F)F)(F)F (2-{[(3,5-Bis-trifluoromethyl-benzyl)-(5-bromo-pyrimidin-2-yl)-amino]-methyl}-4-trifluoromethyl-benzoic acid). Solvent: C(C)(=O)OCC (ethyl acetate), O (water), C(C)N(CC)CC (triethylamine), O1CCCC1 (tetrahydrofuran). Reaction conditions: time 8 hour. Yields the product FC(C=1C=C(CN(C2=NC=C(C=N2)Br)CC2=C(C(=O)N(CCC(=O)OC(C)(C)C)CC)C=CC(=C2)C(F)(F)F)C=C(C1)C(F)(F)F)(F)F (tert-butyl 3-[(2-{[(3,5-bis-trifluoromethyl-benzyl)-(5-bromo-pyrimidin-2-yl)-amino]-methyl}-4-trifluoromethyl-benzoyl)-ethyl-amino]-propionate). The yield is 98.6%. Reaction SMILES: [F:1][C:2]([F:37])([F:36])[C:3]1[CH:4]=[C:5]([CH:29]=[C:30]([C:32]([F:35])([F:34])[F:33])[CH:31]=1)[CH2:6][N:7]([CH2:15][C:16]1[CH:24]=[C:23]([C:25]([F:28])([F:27])[F:26])[CH:22]=[CH:21]C=1C(O)=O)[C:8]1[N:13]=[CH:12][C:11]([Br:14])=[CH:10][N:9]=1.[CH2:38]([NH:40][CH2:41][CH2:42][C:43]([O:45][C:46]([CH3:49])([CH3:48])[CH3:47])=[O:44])[CH3:39].[OH2:50].O.ON1[C:57]2C=CC=C[C:56]=2N=N1.Cl.C(N=C=NCCCN(C)C)C>O1CCCC1.C(OCC)(=O)C.O.C(N(CC)CC)C>[F:37][C:2]([F:1])([F:36])[C:3]1[CH:4]=[C:5]([CH:29]=[C:30]([C:32]([F:35])([F:34])[F:33])[CH:31]=1)[CH2:6][N:7]([CH2:15][C:16]1[CH:24]=[C:23]([C:25]([F:28])([F:27])[F:26])[CH:22]=[CH:21][C:39]=1[C:38]([N:40]([CH2:56][CH3:57])[CH2:41][CH2:42][C:43]([O:45][C:46]([CH3:48])([CH3:47])[CH3:49])=[O:44])=[O:50])[C:8]1[N:13]=[CH:12][C:11]([Br:14])=[CH:10][N:9]=1 |f:2.3.4,5.6|. Procedure details: 2-{[(3,5-Bis-trifluoromethyl-benzyl)-(5-bromo-pyrimidin-2-yl)-amino]-methyl}-4-trifluoromethyl-benzoic acid (250 mg) is dissolved in tetrahydrofuran (5 ml), and thereto are added tert-butyl 3-ethylamino-propionate (103 mg), 1-hydroxybenzotriazole dihydrate (81 mg), 1-ethyl-3-(3-dimethylaminopropyl)carbodiimide hydrochloride (114 mg) and triethylamine (83 μl), and the mixture is stirred at room temperature overnight. To the reaction solution are added water and ethyl acetate, and the mixture is s...